Dataset: the Open Reaction Database (ORD), a public repository of structured organic reaction records. Task: describe an organic reaction: reactants, conditions, products, and yield Starting materials: COC(=O)C1=CC2=C(N=C(N2)C2=C(C=C(C=C2)NS(=O)(=O)C)OC)C=C1 (5-methoxycarbonyl-2-(2'-methoxy-4'-methanesulfonylamino-phenyl)-benzimidazole), steel, CN (methylamine). Product: CNC(=O)C1=CC2=C(N=C(N2)C2=C(C=C(C=C2)NS(=O)(=O)C)OC)C=C1 (5-Methylaminocarbonyl-2-(2'-methoxy-4'-methanesulfonylaminophenyl)-benzimidazole). Yield: 67.0%. RXN SMILES: C[O:2][C:3]([C:5]1[CH:26]=[CH:25][C:8]2[N:9]=[C:10]([C:12]3[CH:17]=[CH:16][C:15]([NH:18][S:19]([CH3:22])(=[O:21])=[O:20])=[CH:14][C:13]=3[O:23][CH3:24])[NH:11][C:7]=2[CH:6]=1)=O.[CH3:27][NH2:28]>>[CH3:27][NH:28][C:3]([C:5]1[CH:26]=[CH:25][C:8]2[N:9]=[C:10]([C:12]3[CH:17]=[CH:16][C:15]([NH:18][S:19]([CH3:22])(=[O:21])=[O:20])=[CH:14][C:13]=3[O:23][CH3:24])[NH:11][C:7]=2[CH:6]=1)=[O:2]. Reported procedure: One and one-half grams (4.0 mmol) of 5-methoxycarbonyl-2-(2'-methoxy-4'-methanesulfonylamino-phenyl)-benzimidazole and 10 ml of methylamine were heated for four hours to 120° C. in a steel canister. Then, excess methylamine was evaporated off, and the residue was dissolved in a small amount of water and neutralized with concentrated hydrochloric acid. After the solution was evaporated, the crude product obtained was purified by chromatography (150 gm of silica gel; eluant: methylene chloride wit... Starting materials: N#Cc1c(O)nc(-c2ccccc2)nc1-c1cccc([N+](=O)[O-])c1, C1COCCO1, CN(C)c1ccccc1, O=P(Cl)(Cl)Cl. The product is N#Cc1c(Cl)nc(-c2ccccc2)nc1-c1cccc([N+](=O)[O-])c1. As a reaction SMILES: [C:6](#[N:7])[c:8]1[c:9](-[c:21]2[cH:22][c:23]([N+:27](=[O:28])[O-:29])[cH:24][cH:25][cH:26]2)[n:10][c:11](-[c:15]2[cH:16][cH:17][cH:18][cH:19][cH:20]2)[n:12][c:13]1[OH:14].[CH2:39]1[O:40][CH2:41][CH2:42][O:43][CH2:44]1.[CH3:30][N:31]([CH3:32])[c:33]1[cH:34][cH:35][cH:36][cH:37][cH:38]1.[P:1]([Cl:2])([Cl:3])([Cl:4])=[O:5]>>[Cl:3][c:13]1[c:8]([C:6]#[N:7])[c:9](-[c:21]2[cH:22][c:23]([N+:27](=[O:28])[O-:29])[cH:24][cH:25][cH:26]2)[n:10][c:11](-[c:15]2[cH:16][cH:17][cH:18][cH:19][cH:20]2)[n:12]1.